This data is from the Open Reaction Database (ORD), a public repository of structured organic reaction records. The task is: describe an organic reaction: reactants, conditions, products, and yield The reactants are COc1ccc(C=O)c(Br)c1O, CS(C)=O, O=[N+]([O-])c1ccc(F)cc1, [K+], [OH-], O. Yields the product COc1ccc(C=O)c(Br)c1Oc1ccc([N+](=O)[O-])cc1. RXN SMILES: [Br:1][c:2]1[c:3]([CH:4]=[O:5])[cH:6][cH:7][c:8]([O:11][CH3:12])[c:9]1[OH:10].[CH3:25][S:26]([CH3:27])=[O:28].[F:15][c:16]1[cH:17][cH:18][c:19]([N+:22](=[O:23])[O-:24])[cH:20][cH:21]1.[K+:14].[OH-:13].[OH2:29]>>[Br:1][c:2]1[c:3]([CH:4]=[O:5])[cH:6][cH:7][c:8]([O:11][CH3:12])[c:9]1[O:10][c:16]1[cH:17][cH:18][c:19]([N+:22](=[O:23])[O-:24])[cH:20][cH:21]1. Reactants: O=C([O-])O, C=O, ClCCl, ClCCl, NC(=O)c1cc2c(C3CCNCC3)cccc2n1Cc1cccc(F)c1, [Na+], O. Yields the product CN1CCC(c2cccc3c2cc(C(N)=O)n3Cc2cccc(F)c2)CC1. Reaction SMILES: [C:29](=[O:30])([OH:31])[O-:32].[CH2:27]=[O:28].[Cl:34][CH2:35][Cl:36].[Cl:38][CH2:39][Cl:40].[F:1][c:2]1[cH:3][c:4]([CH2:5][n:6]2[c:7]([C:21](=[O:22])[NH2:23])[cH:8][c:9]3[c:10]([CH:15]4[CH2:16][CH2:17][NH:18][CH2:19][CH2:20]4)[cH:11][cH:12][cH:13][c:14]23)[cH:24][cH:25][cH:26]1.[Na+:33].[OH2:37]>>[F:1][c:2]1[cH:3][c:4]([CH2:5][n:6]2[c:7]([C:21](=[O:22])[NH2:23])[cH:8][c:9]3[c:10]([CH:15]4[CH2:16][CH2:17][N:18]([CH3:29])[CH2:19][CH2:20]4)[cH:11][cH:12][cH:13][c:14]23)[cH:24][cH:25][cH:26]1. Starting materials: BrC1=NC2=CC=CC=C2C=C1 (2-bromoquinoline), BrCCCCCCOCCCCC#C (6-[(6-bromohexyl)oxy]-1-hexyne), C1(CCCCC1)NC1CCCCC1 (dicyclohexylamine). Reagents/catalysts: [Cu]I (copper (I) iodide). Run in C(C)#N (acetonitrile), CCOCC (ether). Reaction conditions: time 20 hour. Yields the product BrCCCCCCOCCCCC#CC1=NC2=CC=CC=C2C=C1 (2-[6-[(6-Bromohexyl)oxy]-1-hexynyl]quinoline). The yield is 75.9%. Reaction SMILES: Br[C:2]1[CH:11]=[CH:10][C:9]2[C:4](=[CH:5][CH:6]=[CH:7][CH:8]=2)[N:3]=1.[Br:12][CH2:13][CH2:14][CH2:15][CH2:16][CH2:17][CH2:18][O:19][CH2:20][CH2:21][CH2:22][CH2:23][C:24]#[CH:25].C1(NC2CCCCC2)CCCCC1>C(#N)C.CCOCC.[Cu]I>[Br:12][CH2:13][CH2:14][CH2:15][CH2:16][CH2:17][CH2:18][O:19][CH2:20][CH2:21][CH2:22][CH2:23][C:24]#[C:25][C:2]1[CH:11]=[CH:10][C:9]2[C:4](=[CH:5][CH:6]=[CH:7][CH:8]=2)[N:3]=1. Procedure details: A mixture of 2-bromoquinoline (3.00 g), 6-[(6-bromohexyl)oxy]-1-hexyne (3.77 g), BTPC (90 mg), copper (I) iodide (11 mg), and dicyclohexylamine (2.79 g) in acetonitrile (35 ml) was stirred at room temperature under nitrogen for 20 h. The mixture was diluted with ether (90 ml), filtered and the filtrate evaporated in vacuo to give a brown oil. Purification by FCC eluting with hexane:ether (4:1→2:1) gave the title compound as a brown oil (4.25 g), t.l.c. (hexane:ether 2:1) Rf 0.22. Reactants: CCO, Cl, [K+], [OH-], O, COC(=O)C1CCC(C2CCC(CCCO)CC2)CC1. Product: O=C(O)C1CCC(C2CCC(CCCO)CC2)CC1. Reaction SMILES: [CH2:25]([OH:26])[CH3:27].[ClH:24].[K+:2].[OH-:1].[OH2:3].[OH:4][CH2:5][CH2:6][CH2:7][CH:8]1[CH2:9][CH2:10][CH:11]([CH:14]2[CH2:15][CH2:16][CH:17]([C:20](=[O:21])[O:22][CH3:23])[CH2:18][CH2:19]2)[CH2:12][CH2:13]1>>[OH:4][CH2:5][CH2:6][CH2:7][CH:8]1[CH2:9][CH2:10][CH:11]([CH:14]2[CH2:15][CH2:16][CH:17]([C:20](=[O:21])[OH:22])[CH2:18][CH2:19]2)[CH2:12][CH2:13]1.